This data is from the Open Reaction Database (ORD), a public repository of structured organic reaction records. The task is: describe an organic reaction: reactants, conditions, products, and yield Reactants: Cc1cc(C2=NOC(c3cc(Cl)cc(Cl)c3)(C(F)(F)F)C2)ccc1C(=O)Cl, Nc1ncc(Br)cn1, c1ccncc1. Product: Cc1cc(C2=NOC(c3cc(Cl)cc(Cl)c3)(C(F)(F)F)C2)ccc1C(=O)Nc1ncc(Br)cn1. RXN SMILES: [Cl:9][c:10]1[cH:11][c:12]([C:17]2([C:32]([F:33])([F:34])[F:35])[CH2:18][C:19]([c:22]3[cH:23][c:24]([CH3:31])[c:25]([C:26](=[O:27])[Cl:28])[cH:29][cH:30]3)=[N:20][O:21]2)[cH:13][c:14]([Cl:16])[cH:15]1.[NH2:1][c:2]1[n:3][cH:4][c:5]([Br:8])[cH:6][n:7]1.[cH:36]1[cH:37][cH:38][n:39][cH:40][cH:41]1>>[NH:1]([c:2]1[n:3][cH:4][c:5]([Br:8])[cH:6][n:7]1)[C:26]([c:25]1[c:24]([CH3:31])[cH:23][c:22]([C:19]2=[N:20][O:21][C:17]([c:12]3[cH:11][c:10]([Cl:9])[cH:15][c:14]([Cl:16])[cH:13]3)([C:32]([F:33])([F:34])[F:35])[CH2:18]2)[cH:30][cH:29]1)=[O:27]. The reactants are FCC(=O)OCC (ethyl fluoroacetate), C(=O)OCC (ethyl formate), C[O-].[Na+] (sodium methoxide), C(CC(=O)N)(=O)OC (methyl malonamate), Cl (hydrochloric acid). Solvent: CO (methanol), O (water). Run at time 3.5 hour. Yields the product OC1=C(C(=O)OC)C=C(C(=N1)O)F (methyl 2,6-dihydroxy-5-fluoronicotinate). Isolated yield 61.0%. RXN SMILES: [F:1][CH2:2][C:3]([O:5]CC)=O.[CH:8](OCC)=O.C[O-].[Na+].[C:16]([O:22][CH3:23])(=[O:21])[CH2:17][C:18]([NH2:20])=[O:19].Cl>CO.O>[OH:19][C:18]1[N:20]=[C:3]([OH:5])[C:2]([F:1])=[CH:8][C:17]=1[C:16]([O:22][CH3:23])=[O:21] |f:2.3|. Reported procedure: To a solution of ethyl fluoroacetate (34 g) and ethyl formate (28 g) at 0° C. is added sodium methoxide (26 g). After 3.5 hours at 20° C., a solution of methyl malonamate (40 g) in methanol (350 mL) is added and the mixture heated at reflux for 0.5 hour. To the hot mixture is added a solution of 37% hydrochloric acid (48 mL) in water (352 mL). The reaction mixture is heated at reflux for 10 minutes. After standing at 0° C. for 18 hours, the mixture is filtered and the collected solid is washed w... The reactants are CC(C)(C)OC(N)=O, CO, ClCCl, Cl, NCCNS(=O)(=O)c1cc(-c2ccccc2)cc2cnccc12. Yields the product Cl, NCCNS(=O)(=O)c1cc(-c2ccccc2)cc2cnccc12. Reaction SMILES: [C:1]([O:2][C:3](=[O:4])[NH2:5])([CH3:6])([CH3:7])[CH3:8].[CH3:36][OH:37].[Cl:32][CH2:33][Cl:34].[ClH:35].[NH2:9][CH2:10][CH2:11][NH:12][S:13](=[O:14])(=[O:15])[c:16]1[c:17]2[cH:18][cH:19][n:20][cH:21][c:22]2[cH:23][c:24](-[c:26]2[cH:27][cH:28][cH:29][cH:30][cH:31]2)[cH:25]1>>[ClH:32].[NH2:9][CH2:10][CH2:11][NH:12][S:13](=[O:14])(=[O:15])[c:16]1[c:17]2[cH:18][cH:19][n:20][cH:21][c:22]2[cH:23][c:24](-[c:26]2[cH:27][cH:28][cH:29][cH:30][cH:31]2)[cH:25]1. The reactants are ClC=1C=C(C=CC1N1N=CC=C1)C(C(=O)O)C (2-[3-chloro-4-(pyrazol-1-yl)phenyl]propionic acid), S(=O)(=O)(Cl)Cl (sulfuryl chloride). Solvent: C(Cl)Cl (methylene chloride), C(Cl)(Cl)Cl (chloroform). The product is ClC=1C=C(C=CC1N1N=CC(=C1)Cl)C(C(=O)O)C (2-[3-chloro-4-(4-chloropyrazol-1-yl)phenyl]propionic acid). Yield: 91.2%. Reaction SMILES: [Cl:1][C:2]1[CH:3]=[C:4]([CH:13]([CH3:17])[C:14]([OH:16])=[O:15])[CH:5]=[CH:6][C:7]=1[N:8]1[CH:12]=[CH:11][CH:10]=[N:9]1.S(Cl)([Cl:21])(=O)=O>C(Cl)Cl.C(Cl)(Cl)Cl>[Cl:1][C:2]1[CH:3]=[C:4]([CH:13]([CH3:17])[C:14]([OH:16])=[O:15])[CH:5]=[CH:6][C:7]=1[N:8]1[CH:12]=[C:11]([Cl:21])[CH:10]=[N:9]1. Procedure details: 2.5 g (10 mmoles) of 2-[3-chloro-4-(pyrazol-1-yl)phenyl]propionic acid are dissolved in 30 ml of methylene chloride. A solution of 2.01 g (15 mmoles) of sulfuryl chloride in 10 ml of chloroform is added dropwise, with cooling to the resulting solution; heating is effected gradually to room temperature; and this is followed by boiling under reflux for 2 hours. The reaction solution is allowed to cool; the solvent is distilled off; 50 ml of 2 N solution of sodium hydroxide are added to the thus-ob... Reactants: CCCCCn1c(=NN)[nH]c(=O)c2[nH]cnc21, CCO, O=CCCNC(=O)OCc1ccccc1. The product is CCCCCn1c(=NN=CCCNC(=O)OCc2ccccc2)[nH]c(=O)c2[nH]cnc21. RXN SMILES: [CH2:1]([CH2:2][CH2:3][CH2:4][CH3:5])[n:6]1[c:7](=[N:16][NH2:17])[nH:8][c:9](=[O:15])[c:10]2[nH:11][cH:12][n:13][c:14]12.[CH3:33][CH2:34][OH:35].[O:18]=[CH:19][CH2:20][CH2:21][NH:22][C:23]([O:24][CH2:25][c:26]1[cH:27][cH:28][cH:29][cH:30][cH:31]1)=[O:32]>>[CH2:1]([CH2:2][CH2:3][CH2:4][CH3:5])[n:6]1[c:7](=[N:16][N:17]=[CH:19][CH2:20][CH2:21][NH:22][C:23]([O:24][CH2:25][c:26]2[cH:27][cH:28][cH:29][cH:30][cH:31]2)=[O:32])[nH:8][c:9](=[O:15])[c:10]2[nH:11][cH:12][n:13][c:14]12. The reactants are ice, S(=O)(Cl)Cl (thionyl chloride), CC1(N(C(CN1)=O)CC(=O)[O-])C.[Na+] (sodium 2,2-dimethyl-5-oxo-1-imidazolidineacetate), C(C)O (ethanol), C(C)O (ethanol). Reaction conditions: temperature 0 celsius, time 1 hour. The product is CC1(N(C(CN1)=O)CC(=O)OCC)C (ethyl 2,2-dimethyl-5-oxo-1-imidazolidineacetate). Reaction SMILES: S(Cl)(Cl)=O.[CH3:5][C:6]1([CH3:16])[NH:10][CH2:9][C:8](=[O:11])[N:7]1[CH2:12][C:13]([O-:15])=[O:14].[Na+].[CH2:18](O)[CH3:19]>>[CH3:5][C:6]1([CH3:16])[NH:10][CH2:9][C:8](=[O:11])[N:7]1[CH2:12][C:13]([O:15][CH2:18][CH3:19])=[O:14] |f:1.2|. Procedure: (1) To an ice-cold solution of thionyl chloride (5 ml) in dry ethanol (50 ml) a solution of sodium 2,2-dimethyl-5-oxo-1-imidazolidineacetate (4 g) in dry ethanol (50 ml) was added dropwise. The mixture was stirred at 0° C. for 1 hour, then at room temperature overnight. After evaporation under reduced pressure, the residue was taken up with a saturated solution of sodium hydrogen carbonate and extracted with 3×100 ml of dichloromethane. The organic layer was dried and evaporated, to yield ethyl ...